This data is from the Open Reaction Database (ORD), a public repository of structured organic reaction records. The task is: describe an organic reaction: reactants, conditions, products, and yield Reactants: C(#N)P(OCC)(OCC)=O (diethyl cyanophosphonate), C(C)(=O)OCC.Cl (hydrogen chloride - ethyl acetate), O1C(=CC2=C1C=CC=C2)C(=O)O (2-benzofuranecarboxylic acid), Cl.Cl.COC=1C=C(CN2CCNCC2)C=C(C1OC)OC (1-(3,4,5-trimethoxybenzyl)piperazine dihydrochloride). Solvent: CN(C=O)C (N,N-dimethylformamide), C(C)N(CC)CC (triethylamine), CCCCCC (hexane), C(C)(=O)OCC (ethyl acetate), O (water). Yields the product Cl.O1C(=CC2=C1C=CC=C2)C(=O)N2CCN(CC2)CC2=CC(=C(C(=C2)OC)OC)OC (1-(2-benzofuranylcarbonyl)4-(3,4,5-trimethoxybenzyl)piperazine hydrochloride). Yield: 47.2%. As a reaction SMILES: [O:1]1[C:5]2[CH:6]=[CH:7][CH:8]=[CH:9][C:4]=2[CH:3]=[C:2]1[C:10]([OH:12])=O.[ClH:13].Cl.[CH3:15][O:16][C:17]1[CH:18]=[C:19]([CH:27]=[C:28]([O:32][CH3:33])[C:29]=1[O:30][CH3:31])[CH2:20][N:21]1[CH2:26][CH2:25][NH:24][CH2:23][CH2:22]1.C(P(=O)(OCC)OCC)#N.C(OCC)(=O)C.Cl>CCCCCC.C(OCC)(=O)C.O.CN(C)C=O.C(N(CC)CC)C>[ClH:13].[O:1]1[C:5]2[CH:6]=[CH:7][CH:8]=[CH:9][C:4]=2[CH:3]=[C:2]1[C:10]([N:24]1[CH2:23][CH2:22][N:21]([CH2:20][C:19]2[CH:27]=[C:28]([O:32][CH3:33])[C:29]([O:30][CH3:31])=[C:17]([O:16][CH3:15])[CH:18]=2)[CH2:26][CH2:25]1)=[O:12] |f:1.2.3,5.6,12.13|. Procedure: To a mixture of 2-benzofuranecarboxylic acid (0.5 g), 1-(3,4,5-trimethoxybenzyl)piperazine dihydrochloride (1.1 g), triethylamine (1.2 g) and N,N-dimethylformamide (20 ml) is added dropwise, while stirring at room temperature, diethyl cyanophosphonate (1.2 ml), followed by stirring for one hour at room temperature. After addition of water (100 ml), ethyl acetate (100 ml) and hexane (100 ml), the mixture is extracted with ethyl acetate. The organic layer is washed with water, dried, and concentra... Reactants: COc1cc2cc(-c3ccccc3Cl)sc2c(Cl)c1Cl, Cl, O, c1ccncc1. Product: Oc1cc2cc(-c3ccccc3Cl)sc2c(Cl)c1Cl. RXN SMILES: [Cl:1][c:2]1[c:3]([O:19][CH3:20])[cH:4][c:5]2[c:6]([s:7][c:8](-[c:10]3[c:11]([Cl:16])[cH:12][cH:13][cH:14][cH:15]3)[cH:9]2)[c:17]1[Cl:18].[ClH:21].[OH2:28].[n:22]1[cH:23][cH:24][cH:25][cH:26][cH:27]1>>[Cl:1][c:2]1[c:3]([OH:19])[cH:4][c:5]2[c:6]([s:7][c:8](-[c:10]3[c:11]([Cl:16])[cH:12][cH:13][cH:14][cH:15]3)[cH:9]2)[c:17]1[Cl:18].